This data is from the Open Reaction Database (ORD), a public repository of structured organic reaction records. The task is: describe an organic reaction: reactants, conditions, products, and yield The reactants are [BH4-], Cc1ccc(C=Nc2ccc(Cl)cc2Cl)c(C)c1, CCO, [Na+], O. The product is Cc1ccc(CNc2ccc(Cl)cc2Cl)c(C)c1. RXN SMILES: [BH4-:19].[CH3:1][c:2]1[c:3]([CH:4]=[N:5][c:6]2[c:7]([Cl:13])[cH:8][c:9]([Cl:12])[cH:10][cH:11]2)[cH:14][cH:15][c:16]([CH3:18])[cH:17]1.[CH3:21][CH2:22][OH:23].[Na+:20].[OH2:24]>>[CH3:1][c:2]1[c:3]([CH2:4][NH:5][c:6]2[c:7]([Cl:13])[cH:8][c:9]([Cl:12])[cH:10][cH:11]2)[cH:14][cH:15][c:16]([CH3:18])[cH:17]1. Starting materials: NC=1SC=C(N1)C(C(=O)N[C@H]1[C@H]2SCC(=C(N2C1=O)C(=O)O)CSC1=CC(=NC=2N1N=C(N2)C(NO)=O)C)=O ((6R,7R)-7-(2-Amino-4-thiazoleglyoxylamido)-3-[[[2-(hydroxycarbamoyl)-5-methyl-s-triazolo[1,5-a]pyrimidin-7-yl]thio]methyl]-8-oxo-5-thia-1-azabicyclo[4.2.0]oct-2-ene-2-carboxylic acid), Cl.NOC(C(=O)NNC(C1=CC(=C(C=C1)O)O)=O)(C)C (1-[2-(aminooxy)-2-methylpropionyl]-2-(3,4-dihydroxybenzoyl)hydrazine hydrochloride). Solvent: CC(=O)N(C)C (dimethylacetamide). Reaction conditions: time 24 hour. The product is NC=1SC=C(N1)/C(/C(=O)N[C@H]1[C@H]2SCC(=C(N2C1=O)C(=O)O)CSC1=CC(=NC=2N1N=C(N2)C(NO)=O)C)=N/OC(C)(C)C(NNC(C2=CC(=C(C=C2)O)O)=O)=O ((6R,7R)-7-[(Z)-2-(2-amino-4-thiazolyl)-2-[[1-[3-(3,4-dihydroxybenzoyl)carbazoyl]-1-methylethoxy]imino]acetamido]-3-[[[2-(hydroxycarbamoyl)-5-methyl-s-triazolo[1,5-a]pyrimidin-7-yl]thio]methyl]- 8-oxo-5-thia-1-azabicyclo[4.2.0]oct-2-ene-2-carboxylic acid). Isolated yield 72.8%. RXN SMILES: [NH2:1][C:2]1[S:3][CH:4]=[C:5]([C:7](=O)[C:8]([NH:10][C@@H:11]2[C:18](=[O:19])[N:17]3[C@@H:12]2[S:13][CH2:14][C:15]([CH2:23][S:24][C:25]2[N:30]4[N:31]=[C:32]([C:34](=[O:37])[NH:35][OH:36])[N:33]=[C:29]4[N:28]=[C:27]([CH3:38])[CH:26]=2)=[C:16]3[C:20]([OH:22])=[O:21])=[O:9])[N:6]=1.Cl.[NH2:41][O:42][C:43]([CH3:59])([CH3:58])[C:44]([NH:46][NH:47][C:48](=[O:57])[C:49]1[CH:54]=[CH:53][C:52]([OH:55])=[C:51]([OH:56])[CH:50]=1)=[O:45]>CC(N(C)C)=O>[NH2:1][C:2]1[S:3][CH:4]=[C:5](/[C:7](=[N:41]/[O:42][C:43]([C:44](=[O:45])[NH:46][NH:47][C:48](=[O:57])[C:49]2[CH:54]=[CH:53][C:52]([OH:55])=[C:51]([OH:56])[CH:50]=2)([CH3:58])[CH3:59])/[C:8]([NH:10][C@@H:11]2[C:18](=[O:19])[N:17]3[C@@H:12]2[S:13][CH2:14][C:15]([CH2:23][S:24][C:25]2[N:30]4[N:31]=[C:32]([C:34](=[O:37])[NH:35][OH:36])[N:33]=[C:29]4[N:28]=[C:27]([CH3:38])[CH:26]=2)=[C:16]3[C:20]([OH:22])=[O:21])=[O:9])[N:6]=1 |f:1.2|. Procedure details: (6R,7R)-7-(2-Amino-4-thiazoleglyoxylamido)-3-[[[2-(hydroxycarbamoyl)-5-methyl-s-triazolo[1,5-a]pyrimidin-7-yl]thio]methyl]-8-oxo-5-thia-1-azabicyclo[4.2.0]oct-2-ene-2-carboxylic acid (60 mg) (0.101 mmol) and 40 mg (0.1318 mmol) of 1-[2-(aminooxy)-2-methylpropionyl]-2-(3,4-dihydroxybenzoyl)hydrazine hydrochloride are dissolved in 3 ml of absolute dimethylacetamide. After stirring at room temperature for 24 hours the solvent is removed at room temperature in a high vacuum. The residual oil is trea... Starting materials: α-β-unsatured-oxo, C1(=CC=CC=C1)C(C=C)=O (1-phenyl-1-oxo-2-propene), C(C=C)(=O)N (acrylamide), SCC=1NC(=C(C(C1C(=O)OCC)C1=CC(=CC=C1)[N+](=O)[O-])C(=O)OCC)C (2-mercaptomethyl-3,5-dicarboethoxy-4-(m-nitrophenyl)-6-methyl-1,4-dihydropyridine), C1(C=CCCC1)=O (2-cyclohexen-1-one), C(C=CC1=CC=CC=C1)=O (cinnamaldehyde), C(C=C)(=O)OCC (ethyl acrylate), 1-(p-imidazol-1-yl)phenyl-1-oxo-2-propene. Yields the product C(=O)(OCC)C1=CNC(=C(C1C1=CC(=CC=C1)[N+](=O)[O-])C(=O)OCC)C (3,5-dicarboethoxy-4-(m-nitrophenyl)-6-methyl-1,4-dihydropyridine). Reported procedure: Using in the procedure of Example 31 an α-β-unsatured-oxo compound selected from: cinnamaldehyde, ethyl acrylate, acrylamide, 1-phenyl-1-oxo-2-propene, 1-(p-imidazol-1-yl)phenyl-1-oxo-2-propene, 2-cyclohexen-1-one and 2-mercaptomethyl-3,5-dicarboethoxy-4-(m-nitrophenyl)-6-methyl-1,4-dihydropyridine, the following 3,5-dicarboethoxy-4-(m-nitrophenyl)-6-methyl-1,4-dihydropyridine are prepared: RXN SMILES: C(=O)C=CC1C=CC=CC=1.C(OCC)(=O)C=C.C(N)(=O)C=C.C1(C(=O)C=C)C=CC=CC=1.C1(=O)CCCC=C1.S[CH2:41][C:42]1[NH:43][C:44](C)=[C:45]([C:62]([O:64][CH2:65][CH3:66])=[O:63])[CH:46]([C:53]2[CH:58]=[CH:57][CH:56]=[C:55]([N+:59]([O-:61])=[O:60])[CH:54]=2)[C:47]=1[C:48]([O:50][CH2:51][CH3:52])=[O:49]>>[C:62]([C:45]1[CH:46]([C:53]2[CH:58]=[CH:57][CH:56]=[C:55]([N+:59]([O-:61])=[O:60])[CH:54]=2)[C:47]([C:48]([O:50][CH2:51][CH3:52])=[O:49])=[C:42]([CH3:41])[NH:43][CH:44]=1)([O:64][CH2:65][CH3:66])=[O:63].